This data is from the Open Reaction Database (ORD), a public repository of structured organic reaction records. The task is: describe an organic reaction: reactants, conditions, products, and yield Starting materials: [N+](=O)([O-])C=1C(=NC=CC1)N1CCNCC1 (1-(3-nitro-2-pyridyl)piperazine), [H][H] (hydrogen). The reagents and catalysts are [C].[Pd] (palladium carbon). The solvent is CO (methanol). The product is NC=1C(=NC=CC1)N1CCNCC1 (1-(3-amino-2-pyridyl)piperazine). Isolated yield 95.8%. Reaction SMILES: [N+:1]([C:4]1[C:5]([N:10]2[CH2:15][CH2:14][NH:13][CH2:12][CH2:11]2)=[N:6][CH:7]=[CH:8][CH:9]=1)([O-])=O.[H][H]>CO.[C].[Pd]>[NH2:1][C:4]1[C:5]([N:10]2[CH2:11][CH2:12][NH:13][CH2:14][CH2:15]2)=[N:6][CH:7]=[CH:8][CH:9]=1 |f:3.4|. Reported procedure: In 30 ml of methanol was dissolved 3.13 g (0.015 mole) of 1-(3-nitro-2-pyridyl)piperazine, and 2 g of 5% palladium carbon was added thereto. While stirring the mixture at room temperature, hydrogen gas was passed through for one hour. The reaction mixture was filtered, and the filtrate was concentrated under reduced pressure to obtain 2.56 g of 1-(3-amino-2-pyridyl)piperazine as pale yellow liquid. Reactants: ClC1=C(C(=CC=C1)Cl)C1=CN2C(=NC(=C(C2C2=CC=C(C=C2)OC)C(C)=O)C)S1 ((RS)-1-[2-(2,6-dichlorophenyl)-5-(4-methoxyphenyl)-7-methyl-5H-thiazolo[3,2-a]pyrimidin-6-yl]ethanone), C(C)OCC (diethyl ether). Solvent: Cl (hydrochloric acid). The product is Cl.ClC1=C(C(=CC=C1)Cl)C1=CN2C(=NC(=C(C2C2=CC=C(C=C2)OC)C(C)=O)C)S1 ((RS)-1-[2-(2,6-dichlorophenyl)-5-(4-methoxyphenyl)-7-methyl-5H-thiazolo[3,2-a]pyrimidin-6-yl]ethanone hydrochloride). Yield: 145.9%. As a reaction SMILES: [Cl:1][C:2]1[CH:7]=[CH:6][CH:5]=[C:4]([Cl:8])[C:3]=1[C:9]1[S:29][C:12]2=[N:13][C:14]([CH3:28])=[C:15]([C:25](=[O:27])[CH3:26])[CH:16]([C:17]3[CH:22]=[CH:21][C:20]([O:23][CH3:24])=[CH:19][CH:18]=3)[N:11]2[CH:10]=1.C(OCC)C>Cl>[ClH:1].[Cl:8][C:4]1[CH:5]=[CH:6][CH:7]=[C:2]([Cl:1])[C:3]=1[C:9]1[S:29][C:12]2=[N:13][C:14]([CH3:28])=[C:15]([C:25](=[O:27])[CH3:26])[CH:16]([C:17]3[CH:22]=[CH:21][C:20]([O:23][CH3:24])=[CH:19][CH:18]=3)[N:11]2[CH:10]=1 |f:3.4|. Procedure details: 1.95 g (4.38 mmol) of (RS)-1-[2-(2,6-dichlorophenyl)-5-(4-methoxyphenyl)-7-methyl-5H-thiazolo[3,2-a]pyrimidin-6-yl]ethanone were dissolved in 20 ml of methanolic hydrochloric acid solution (2.6N) while stirring and treated with 100 ml of diethyl ether. After 1 h the crystals were filtered off. There were obtained 1.54 g (73%) of (RS)-1-[2-(2,6-dichlorophenyl)-5-(4-methoxyphenyl)-7-methyl-5H-thiazolo[3,2-a]pyrimidin-6-yl]ethanone hydrochloride as a beige solid with m.p. 165° C.